This data is from the Open Reaction Database (ORD), a public repository of structured organic reaction records. The task is: describe an organic reaction: reactants, conditions, products, and yield Starting materials: CC1(C2=CC=CC=C2C=2NC=3C=CC=CC3C21)C (5,10-Dihydro-10,10-dimethylindeno [1,2-b]indole), C(#N)[BH3-].[Na+] (sodium cyanoborohydride), O (water). Solvent: C(C)(=O)O (acetic acid). Reaction conditions: time 30 minute. The product is CC1(C2=CC=CC=C2[C@H]2NC=3C=CC=CC3[C@H]21)C (cis-4b,5,9b,10-Tetrahydro-10,10-dimethylindeno[1,2-b]indole). RXN SMILES: [CH3:1][C:2]1([CH3:18])[C:17]2[C:16]3[CH:15]=[CH:14][CH:13]=[CH:12][C:11]=3[NH:10][C:9]=2[C:8]2[C:3]1=[CH:4][CH:5]=[CH:6][CH:7]=2.C([BH3-])#N.[Na+].O>C(O)(=O)C>[CH3:1][C:2]1([CH3:18])[C@H:17]2[C@H:9]([NH:10][C:11]3[CH:12]=[CH:13][CH:14]=[CH:15][C:16]=32)[C:8]2[C:3]1=[CH:4][CH:5]=[CH:6][CH:7]=2 |f:1.2|. Procedure: 5,10-Dihydro-10,10-dimethylindeno [1,2-b]indole (1.00 g, 4.29 mmol) was reacted with sodium cyanoborohydride (1.0 g, 16 mmol) in glacial acetic acid (20 cm3), for 10 minutes. The solution was poured into water, stirred for 30 minutes, and extracted into diethylether. The organic phase was washed 10 times with water, dried (Na2SO4), and the solvent removed in vacuo. The residue was dissolved in 5% ethylacetate/petrol (60°-80° C.) and filtered through a pad of "flash" silica, yielding, on removal ...